From a dataset of the Open Reaction Database (ORD), a public repository of structured organic reaction records. describe an organic reaction: reactants, conditions, products, and yield Starting materials: O=C(CC1CCCCC1)Nc1ccc(OC(=O)Cl)cc1, OCC1CCNCC1. Yields the product O=C(CC1CCCCC1)Nc1ccc(OC(=O)N2CCC(CO)CC2)cc1. RXN SMILES: [Cl:1][C:2](=[O:3])[O:4][c:5]1[cH:6][cH:7][c:8]([NH:11][C:12]([CH2:13][CH:14]2[CH2:15][CH2:16][CH2:17][CH2:18][CH2:19]2)=[O:20])[cH:9][cH:10]1.[OH:21][CH2:22][CH:23]1[CH2:24][CH2:25][NH:26][CH2:27][CH2:28]1>>[C:2](=[O:3])([O:4][c:5]1[cH:6][cH:7][c:8]([NH:11][C:12]([CH2:13][CH:14]2[CH2:15][CH2:16][CH2:17][CH2:18][CH2:19]2)=[O:20])[cH:9][cH:10]1)[N:26]1[CH2:25][CH2:24][CH:23]([CH2:22][OH:21])[CH2:28][CH2:27]1.